Dataset: the Open Reaction Database (ORD), a public repository of structured organic reaction records. Task: describe an organic reaction: reactants, conditions, products, and yield The reactants are COc1cc(C(=O)O)cc(OC)c1OC, COc1ccc(CN)cc1. Reagents/catalysts: CCN=C=NCCCN(C)C.Cl (EDC-HCl), CCN(C(C)C)C(C)C (DIPEA), Oc1cc(Cl)c(Cl)cc1Cl (2,4,5-Trichlorophenol). The solvent is CN(C)C=O (DMF), CN(C)C=O (DMF), CN(C)C=O (DMF), CN(C)C=O (DMF), CN(C)C=O (DMF), CN(C)C=O (DMF). Reaction conditions: temperature 25 celsius, time 2 hour. Product: COc1ccc(CNC(=O)c2cc(OC)c(OC)c(OC)c2)cc1. Isolated yield 51.0%. As a reaction SMILES: COc1ccc(CN)cc1.COc1cc(C(=O)O)cc(OC)c1OC.CCN=C=NCCCN(C)C.Cl.C1=C(C(=CC(=C1Cl)Cl)Cl)[O-].[Na+].CCN(C(C)C)C(C)C.CN(C)C=O>>COc1ccc(CNC(=O)c2cc(OC)c(OC)c(OC)c2)cc1. Starting materials: BrCC(=O)OCC (ethyl bromoacetate), mixture, N(=[N+]=[N-])C1C(NC2=C(CC1)C=CC(=C2)C2=CC=CC=C2)=O (3-azido-8-phenyl-2,3,4,5-tetrahydro-1H-[1]benzazepin-2-one), C([O-])([O-])=O.[K+].[K+] (potassium carbonate), O1CCCC1 (tetrahydrofuran). Reagents/catalysts: [Br-].C(CCC)[N+](CCCC)(CCCC)CCCC (tetran- butylammonium bromide). Solvent: C(C)(=O)OCC (ethyl acetate). Reaction conditions: time 2 hour. The product is N(=[N+]=[N-])C1C(N(C2=C(CC1)C=CC(=C2)C2=CC=CC=C2)CC(=O)OCC)=O (3-Azido-1-ethoxycarbonylmethyl-8-phenyl-2,3,4,5-tetrahydro-1H-[1]benzazepin-2-one). Isolated yield 81.3%. As a reaction SMILES: [N:1]([CH:4]1[CH2:10][CH2:9][C:8]2[CH:11]=[CH:12][C:13]([C:15]3[CH:20]=[CH:19][CH:18]=[CH:17][CH:16]=3)=[CH:14][C:7]=2[NH:6][C:5]1=[O:21])=[N+:2]=[N-:3].C(=O)([O-])[O-].[K+].[K+].O1CCCC1.Br[CH2:34][C:35]([O:37][CH2:38][CH3:39])=[O:36]>[Br-].C([N+](CCCC)(CCCC)CCCC)CCC.C(OCC)(=O)C>[N:1]([CH:4]1[CH2:10][CH2:9][C:8]2[CH:11]=[CH:12][C:13]([C:15]3[CH:16]=[CH:17][CH:18]=[CH:19][CH:20]=3)=[CH:14][C:7]=2[N:6]([CH2:34][C:35]([O:37][CH2:38][CH3:39])=[O:36])[C:5]1=[O:21])=[N+:2]=[N-:3] |f:1.2.3,6.7|. Procedure: While stirring 30 ml of a mixture of 0.75 g (2.70 mmol) of 3-azido-8-phenyl-2,3,4,5-tetrahydro-1H-[1]benzazepin-2-one obtained in the Synthesis Example A-6, 0.093 g (0.288 mmol) of tetran- butylammonium bromide, 0.17 g (3.03 mmol) of powdery potassium carbonate and tetrahydrofuran at room temperature, 0.35 ml (3.16 mmol) of ethyl bromoacetate was added thereto, followed by stirring for 2 hours. After adding ethyl acetate to the reaction mixture, the obtained mixture was washed with water and a s...